Dataset: the Open Reaction Database (ORD), a public repository of structured organic reaction records. Task: describe an organic reaction: reactants, conditions, products, and yield Reactants: C[Si](OCC#C)(C)C (trimethyl(prop-2-ynyloxy)silane), C(CCC)[Li] (butyllithium), ice water, ClC(=O)OCC (ethyl chloroformate). The solvent is O1CCCC1 (tetrahydrofuran). Reaction conditions: time 0.5 hour. The product is C[Si](OCC#CC(=O)OCC)(C)C (ethyl 4-(trimethylsilyloxy)but-2-ynoate). RXN SMILES: [CH3:1][Si:2]([CH3:8])([CH3:7])[O:3][CH2:4][C:5]#[CH:6].C([Li])CCC.Cl[C:15]([O:17][CH2:18][CH3:19])=[O:16]>O1CCCC1>[CH3:1][Si:2]([CH3:8])([CH3:7])[O:3][CH2:4][C:5]#[C:6][C:15]([O:17][CH2:18][CH3:19])=[O:16]. Procedure: To a solution of trimethyl(prop-2-ynyloxy)silane (15 ml) in tetrahydrofuran (100 ml) was added butyllithium (2.6 M in hexane, 38 ml) at −78° C. The resulting mixture was stirred at the same temperature for 0.5 hour, and ethyl chloroformate (10 ml) was added thereto. The resulting mixture was stirred at −78° C. for 1.5 hours, and poured into ice water. The resulting materials were extracted with ethyl acetate. The organic layer was washed with water and saturated aqueous sodium chloride solution ...